Dataset: the Open Reaction Database (ORD), a public repository of structured organic reaction records. Task: describe an organic reaction: reactants, conditions, products, and yield Starting materials: ClCC1=CC(=NC=C1)C(F)(F)F (4-(chloromethyl)-2-(trifluoromethyl)pyridine), OC1=CC=C2C=C(C=NC2=C1)CC(=O)OCC (ethyl 2-(7-hydroxyquinolin-3-yl)acetate), OC1=CC=C2C=C(C=NC2=C1)CC(=O)OCC (ethyl 2-(7-hydroxyquinolin-3-yl)acetate), C(=O)([O-])[O-].[Cs+].[Cs+] (Cs2CO3), methyl and ethyl esters, bis-benzylated product. The solvent is CN(C)C=O (DMF). Conditions: time 16 hour. Yields the product FC(C1=NC=CC(=C1)COC1=CC=C2C=C(C=NC2=C1)CC(=O)OCC)(F)F (Ethyl 2-(7-((2-(trifluoromethyl)pyridin-4-yl)methoxy)quinolin-3-yl)acetate). As a reaction SMILES: Cl[CH2:2][C:3]1[CH:8]=[CH:7][N:6]=[C:5]([C:9]([F:12])([F:11])[F:10])[CH:4]=1.[OH:13][C:14]1[CH:23]=[C:22]2[C:17]([CH:18]=[C:19]([CH2:24][C:25]([O:27][CH2:28][CH3:29])=[O:26])[CH:20]=[N:21]2)=[CH:16][CH:15]=1.C([O-])([O-])=O.[Cs+].[Cs+]>CN(C=O)C>[F:10][C:9]([F:12])([F:11])[C:5]1[CH:4]=[C:3]([CH2:2][O:13][C:14]2[CH:23]=[C:22]3[C:17]([CH:18]=[C:19]([CH2:24][C:25]([O:27][CH2:28][CH3:29])=[O:26])[CH:20]=[N:21]3)=[CH:16][CH:15]=2)[CH:8]=[CH:7][N:6]=1 |f:2.3.4|. Procedure details: To a solution of 4-(chloromethyl)-2-(trifluoromethyl)pyridine (162.06 mg, 0.83 mmol) in DMF (5 mL) was added ethyl 2-(7-hydroxyquinolin-3-yl)acetate (Intermediate 2, 150 mg, 0.55 mmol) and Cs2CO3 (356 mg, 1.10 mmol). The reaction was stirred at ambient temperature for 16 h. A mixture of mono benzylated and bisbenzylated products were observed. Cesium carbonate was filtered off and DMF was removed under reduced pressure. Purification (FCC, SiO2, 0-50%, EtOAc/hexanes) afforded a mixture of methyl ... The reactants are CN(CCNC1=CC=C(C=C1)[N+](=O)[O-])C (N,N-dimethyl-N′-(4-nitro-phenyl)-ethane-1,2-diamine), C(C)(=O)OC(C)=O (acetic anhydride). Yields the product CN(CCN(C(C)=O)C1=CC=C(C=C1)[N+](=O)[O-])C (N-(2-dimethylamino-ethyl)-N-(4-nitro-phenyl)-acetamide). As a reaction SMILES: [CH3:1][N:2]([CH3:15])[CH2:3][CH2:4][NH:5][C:6]1[CH:11]=[CH:10][C:9]([N+:12]([O-:14])=[O:13])=[CH:8][CH:7]=1.[C:16](OC(=O)C)(=[O:18])[CH3:17]>>[CH3:1][N:2]([CH3:15])[CH2:3][CH2:4][N:5]([C:6]1[CH:11]=[CH:10][C:9]([N+:12]([O-:14])=[O:13])=[CH:8][CH:7]=1)[C:16](=[O:18])[CH3:17]. Reported procedure: A solution of 50 g (0.239 mol) N,N-dimethyl-N′-(4-nitro-phenyl)-ethane-1,2-diamine in 500 mL acetic anhydride was stirred for 3.5 h at 130° C., then evaporated down i. vac. and neutralised with saturated aqueous sodium bicarbonate. The residue was exhaustively extracted with EtOAc, the combined org. phases were dried over sodium sulphate and evaporated down i. vac. Starting materials: O(C1=CC=CC=C1)C1=CC=C(C=C1)C1=NN(C2=NC=NC(=C21)N)C2CCNCC2 (3-(4-phenoxyphenyl)-1-(4-piperidyl)-1H-pyrazolo[3,4-d]pyrimidin-4-amine), C(C)(C)(C)OC(=O)N(CC(=O)O)C (2-[(tert-butoxycarbonyl)(methyl)amino]acetic acid), Cl.CN(CCCN=C=NCC)C (1-(3-dimethylaminopropyl)-3-ethylcarbodiimide hydrochloride), CCN(C(C)C)C(C)C (N,N′-diisopropylethylamine), ON1N=NC2=C1N=CC=C2 (1-hydroxy-7-azabenzotriazole). The solvent is CN(C=O)C (N,N-dimethylformamide). Yields the product NC1=C2C(=NC=N1)N(N=C2C2=CC=C(C=C2)OC2=CC=CC=C2)C2CCN(CC2)C(CN(C(OC(C)(C)C)=O)C)=O (tert-butyl N-(2-{4-[4-amino-3-(4-phenoxyphenyl)-1H-pyrazolo[3,4-d]pyrimidin-1-yl]piperidino}-2-oxoethyl)-N-methylcarbamate). As a reaction SMILES: [O:1]([C:8]1[CH:13]=[CH:12][C:11]([C:14]2[C:22]3[C:17](=[N:18][CH:19]=[N:20][C:21]=3[NH2:23])[N:16]([CH:24]3[CH2:29][CH2:28][NH:27][CH2:26][CH2:25]3)[N:15]=2)=[CH:10][CH:9]=1)[C:2]1[CH:7]=[CH:6][CH:5]=[CH:4][CH:3]=1.[C:30]([O:34][C:35]([N:37]([CH3:42])[CH2:38][C:39](O)=[O:40])=[O:36])([CH3:33])([CH3:32])[CH3:31].Cl.CN(C)CCCN=C=NCC.CCN(C(C)C)C(C)C.ON1C2N=CC=CC=2N=N1>CN(C)C=O>[NH2:23][C:21]1[N:20]=[CH:19][N:18]=[C:17]2[N:16]([CH:24]3[CH2:29][CH2:28][N:27]([C:39](=[O:40])[CH2:38][N:37]([CH3:42])[C:35](=[O:36])[O:34][C:30]([CH3:32])([CH3:33])[CH3:31])[CH2:26][CH2:25]3)[N:15]=[C:14]([C:11]3[CH:10]=[CH:9][C:8]([O:1][C:2]4[CH:7]=[CH:6][CH:5]=[CH:4][CH:3]=4)=[CH:13][CH:12]=3)[C:22]=12 |f:2.3|. Procedure: A mixture of 3-(4-phenoxyphenyl)-1-(4-piperidyl)-1H-pyrazolo[3,4-d]pyrimidin-4-amine (0.054 g, 0.00014 mol), 2-[(tert-butoxycarbonyl)(methyl)amino]acetic acid (0.0033 g, 0.000175 mol), 1-(3-dimethylaminopropyl)-3-ethylcarbodiimide hydrochloride (0.0034 g, 0.000175 mol), N,N′-diisopropylethylamine (0.033 g, 0.00026 mol) and 1-hydroxy-7-azabenzotriazole (0.019 g, 0.00014 mol) in anhydrous N,N-dimethylformamide (6 mL) was stirred for eighteen hours at room temperature. The solvent was removed under...